From a dataset of the Open Reaction Database (ORD), a public repository of structured organic reaction records. describe an organic reaction: reactants, conditions, products, and yield The reactants are FC=1C=C(C=CC1OC)C(/C=C/C(=O)O)=O ((E)-4-(3'-fluoro-4'-methoxyphenyl)-4-oxo-2-butenoic acid), CC(C(=O)O)=C(C(=O)C1=CC(=C(C=C1)Cl)Cl)C (2,3-dimethyl-4-(3',4'-dichlorophenyl)-4-oxo-2-butenoic acid). The product is ClC=1C=C(C=CC1OC)C(/C=C/C(=O)O)=O ((E)-4-(3'-chloro-4'-methoxyphenyl)-4-oxo-2-butenoic acid). Reaction SMILES: F[C:2]1[CH:3]=[C:4]([C:10](=[O:16])/[CH:11]=[CH:12]/[C:13]([OH:15])=[O:14])[CH:5]=[CH:6][C:7]=1[O:8][CH3:9].CC(=C(C)C(C1C=CC([Cl:31])=C(Cl)C=1)=O)C(O)=O>>[Cl:31][C:2]1[CH:3]=[C:4]([C:10](=[O:16])/[CH:11]=[CH:12]/[C:13]([OH:15])=[O:14])[CH:5]=[CH:6][C:7]=1[O:8][CH3:9]. Reported procedure: (E)-4-(3'-fluoro-4'-methoxyphenyl)-4-oxo-2-butenoic acid, and 2,3-dimethyl-4-(3',4'-dichlorophenyl)-4-oxo-2-butenoic acid. Reactants: C1COCCO1, Nc1c(Cl)cccc1Cl, Clc1nc(Cl)nc(Cl)n1, [K+], [K+], O=C([O-])[O-]. Yields the product Clc1nc(Cl)nc(Nc2c(Cl)cccc2Cl)n1. As a reaction SMILES: [CH2:25]1[O:26][CH2:27][CH2:28][O:29][CH2:30]1.[Cl:10][c:11]1[c:12]([NH2:18])[c:13]([Cl:17])[cH:14][cH:15][cH:16]1.[Cl:1][c:2]1[n:3][c:4]([Cl:5])[n:6][c:7]([Cl:8])[n:9]1.[K+:19].[K+:20].[O-:21][C:22]([O-:23])=[O:24]>>[c:2]1([NH:18][c:12]2[c:11]([Cl:10])[cH:16][cH:15][cH:14][c:13]2[Cl:17])[n:3][c:4]([Cl:5])[n:6][c:7]([Cl:8])[n:9]1. Reactants: C(=O)(OC)COC1=CC=C(C=C1)CC(C)=O (1-(4-carbomethoxymethoxyphenyl)propan-2-one), OC(CN)C1=C(C=CC=C1)F (2-hydroxy-2-(2-fluorophenyl)ethanamine), O (water). Run in C1=CC=CC=C1 (benzene). Run at time 2 hour. The product is OCCOC1=CC=C(C=C1)CC(C)NCC(C1=C(C=CC=C1)F)O (N-[2-(4-(2-Hydroxyethoxy)phenyl)-1-methylethyl]-2-hydroxy-2-(2-fluorophenyl)ethanamine). As a reaction SMILES: [C:1]([CH2:5][O:6][C:7]1[CH:12]=[CH:11][C:10]([CH2:13][C:14](=O)[CH3:15])=[CH:9][CH:8]=1)([O:3]C)=O.[OH:17][CH:18]([C:21]1[CH:26]=[CH:25][CH:24]=[CH:23][C:22]=1[F:27])[CH2:19][NH2:20].O>C1C=CC=CC=1>[OH:3][CH2:1][CH2:5][O:6][C:7]1[CH:12]=[CH:11][C:10]([CH2:13][CH:14]([NH:20][CH2:19][CH:18]([OH:17])[C:21]2[CH:26]=[CH:25][CH:24]=[CH:23][C:22]=2[F:27])[CH3:15])=[CH:9][CH:8]=1. Procedure details: A mixture of 1-(4-carbomethoxymethoxyphenyl)propan-2-one (2.22 g) and 2-hydroxy-2-(2-fluorophenyl)ethanamine (1.55 g) in benzene (100 ml) was boiled under reflux with azeotropic removal of water using a Dean and Stark trap, for 2 hours. The solution was cooled, evaporated to dryness, the residue dissolved in methanol and sodium borohydride (500 mg) added. After 30 minutes, the methanol was evaporated and the residue partitioned between ethyl acetate and water. The organic layer was dried (magnes... Reactants: CC1=C(C(=CC=C1C)[N+](=O)[O-])C=C1C(NC(N1)=O)=O (5-[(2,3-Dimethyl-6-nitrophenyl)methylene]-2,4-imidazolidinedione), starting material, II (Iodine), [H][H] (hydrogen), CO (methanol). The reagents and catalysts are [Pd] (palladium on charcoal). Solvent: O (water), CN(C=O)C (dimethylformamide). The product is CC1=C(C=2C=C3C(=NC2C=C1)NC(N3)=O)C (1,3-dihydro-7,8-dimethyl-2H-imidazo[4,5-b]quinolin-2-one). Isolated yield 329.5%. Reaction SMILES: [CH3:1][C:2]1[C:7]([CH3:8])=[CH:6][CH:5]=[C:4]([N+:9]([O-])=O)[C:3]=1[CH:12]=[C:13]1[NH:17][C:16](=[O:18])[NH:15][C:14]1=O.[H][H].CO.II>CN(C)C=O.[Pd].O>[CH3:8][C:7]1[CH:6]=[CH:5][C:4]2[N:9]=[C:14]3[NH:15][C:16](=[O:18])[NH:17][C:13]3=[CH:12][C:3]=2[C:2]=1[CH3:1]. Procedure: 5-[(2,3-Dimethyl-6-nitrophenyl)methylene]-2,4-imidazolidinedione (19.95 g, 76 mmol) in dimethylformamide (350 mL) was hydrogenated over 10% palladium on charcoal (3 g) at 60 p.s.i. in a Parr hydrogenation apparatus. After hydrogen uptake ceased, the mixture was filtered through kieselgehr and the solvent evaporated to leave a solid which was suspended in a refluxing methanol (1 L). Iodine (19.4 g, 76 mmol) was added portionwise over 5 minutes and the mixture refluxed for 15 minutes before being ... The reactants are CSc1ccc(N)cc1, OC1CCN(c2cc(-c3ccccc3)nc(Cl)n2)CC1. Product: CSc1ccc(Nc2nc(-c3ccccc3)cc(N3CCC(O)CC3)n2)cc1. As a reaction SMILES: [CH3:21][S:22][c:23]1[cH:24][cH:25][c:26]([NH2:29])[cH:27][cH:28]1.[Cl:1][c:2]1[n:3][c:4](-[c:15]2[cH:16][cH:17][cH:18][cH:19][cH:20]2)[cH:5][c:6]([N:8]2[CH2:9][CH2:10][CH:11]([OH:14])[CH2:12][CH2:13]2)[n:7]1>>[c:2]1([NH:29][c:26]2[cH:25][cH:24][c:23]([S:22][CH3:21])[cH:28][cH:27]2)[n:3][c:4](-[c:15]2[cH:16][cH:17][cH:18][cH:19][cH:20]2)[cH:5][c:6]([N:8]2[CH2:9][CH2:10][CH:11]([OH:14])[CH2:12][CH2:13]2)[n:7]1.